Dataset: the Open Reaction Database (ORD), a public repository of structured organic reaction records. Task: describe an organic reaction: reactants, conditions, products, and yield The reactants are NC(=O)c1ccc(OC(F)(F)F)c(Cl)c1, O=S(Cl)Cl. The product is N#Cc1ccc(OC(F)(F)F)c(Cl)c1. Reaction SMILES: [Cl:1][c:2]1[cH:3][c:4]([C:5](=[O:6])[NH2:7])[cH:8][cH:9][c:10]1[O:11][C:12]([F:13])([F:14])[F:15].[S:16]([Cl:17])([Cl:18])=[O:19]>>[Cl:1][c:2]1[cH:3][c:4]([C:5]#[N:7])[cH:8][cH:9][c:10]1[O:11][C:12]([F:13])([F:14])[F:15]. Starting materials: C1COCCN1, C1CCOC1, CC(OC1CCCCO1)C(=O)O. The product is CC(OC1CCCCO1)C(=O)N1CCOCC1. As a reaction SMILES: [CH2:13]1[CH2:14][O:15][CH2:16][CH2:17][NH:18]1.[O:19]1[CH2:20][CH2:21][CH2:22][CH2:23]1.[O:1]1[CH:2]([O:7][CH:8]([C:9](=[O:10])[OH:11])[CH3:12])[CH2:3][CH2:4][CH2:5][CH2:6]1>>[O:1]1[CH:2]([O:7][CH:8]([C:9](=[O:11])[N:18]2[CH2:13][CH2:14][O:15][CH2:16][CH2:17]2)[CH3:12])[CH2:3][CH2:4][CH2:5][CH2:6]1. The reactants are NN1C(C2=CC=CC=C2C(=N1)N1CCOCC1)=O (2-amino-4-morpholinophthalazin-1(2H)-one), O1N=C(C2=C1C=CC=C2)CC(=O)O (2-(1,2-benzoxazol-3-yl)acetic acid). Yields the product O1N=C(C2=C1C=CC=C2)CC(=O)NN2C(C1=CC=CC=C1C(=N2)N2CCOCC2)=O (2-(1,2-benzoxazol-3-yl)-N-[4-(morpholin-4-yl)-1-oxophthalazin-2(1H)-yl]acetamide). As a reaction SMILES: [NH2:1][N:2]1[N:11]=[C:10]([N:12]2[CH2:17][CH2:16][O:15][CH2:14][CH2:13]2)[C:9]2[C:4](=[CH:5][CH:6]=[CH:7][CH:8]=2)[C:3]1=[O:18].[O:19]1[C:23]2[CH:24]=[CH:25][CH:26]=[CH:27][C:22]=2[C:21]([CH2:28][C:29](O)=[O:30])=[N:20]1>>[O:19]1[C:23]2[CH:24]=[CH:25][CH:26]=[CH:27][C:22]=2[C:21]([CH2:28][C:29]([NH:1][N:2]2[N:11]=[C:10]([N:12]3[CH2:17][CH2:16][O:15][CH2:14][CH2:13]3)[C:9]3[C:4](=[CH:5][CH:6]=[CH:7][CH:8]=3)[C:3]2=[O:18])=[O:30])=[N:20]1. Procedure: The product of Example 1B and 2-(1,2-benzoxazol-3-yl)acetic acid were treated using a method similar to that described in Example 111 to give the title compound. 1H NMR (500 MHz, DMSO-d6/D2O) δ 8.32 (d, J=7.9, 1H), 8.07-7.97 (m, 3H), 7.95-7.89 (m, 1H), 7.76 (d, J=8.4, 1H), 7.69 (ddd, J=8.3, 7.0, 1.1, 1H), 7.48-7.41 (m, 1H), 4.19 (s, 2H), 3.86-3.80 (m, 4H), 3.16-3.07 (m, 4H); MS (ESI+) M/Z 406 (M+H)+.